This data is from the Open Reaction Database (ORD), a public repository of structured organic reaction records. The task is: describe an organic reaction: reactants, conditions, products, and yield The reactants are CC1=CC=C(CBr)C=C1 (4-methylbenzylbromide), C(C)OC(COC1=C(C=C(C=C1)Br)\C=C/1\C(NC(S1)=O)=O)=O (4-bromo-2-[2,4-dioxothiazolidin-(5Z)-ylidenemethyl]phenoxyacetic acid ethyl ester). The product is BrC1=CC(=C(OCC(=O)O)C=C1)CC1C(N(C(S1)=O)CC1=CC=C(C=C1)C)=O (4-Bromo-2-[3-(4-methylbenzyl)-2,4-dioxothiazolidin-5-ylmethyl]phenoxyacetic acid). As a reaction SMILES: [CH3:1][C:2]1[CH:9]=[CH:8][C:5]([CH2:6]Br)=[CH:4][CH:3]=1.C([O:12][C:13](=[O:31])[CH2:14][O:15][C:16]1[CH:21]=[CH:20][C:19]([Br:22])=[CH:18][C:17]=1/[CH:23]=[C:24]1/[C:25](=[O:30])[NH:26][C:27](=[O:29])[S:28]/1)C>>[Br:22][C:19]1[CH:20]=[CH:21][C:16]([O:15][CH2:14][C:13]([OH:31])=[O:12])=[C:17]([CH2:23][CH:24]2[S:28][C:27](=[O:29])[N:26]([CH2:6][C:5]3[CH:8]=[CH:9][C:2]([CH3:1])=[CH:3][CH:4]=3)[C:25]2=[O:30])[CH:18]=1. Procedure details: Prepared from 4-methylbenzylbromide and 4-bromo-2-[2,4-dioxothiazolidin-(5Z)-ylidenemethyl]phenoxyacetic acid ethyl ester according to GP13, GP14 and GP16 (yield: 14 mg, 21%): LC/MS (an10p8): Rt 2.5 min, m/z 462 [M−H]−. 1H NMR (DMSO-d6): δ 2.98-3.07 (m, 1H), 3.53-3.59 (m, 1H), 4.63 (s, 2H), 4.74 (s, 2H), 5.07-5.13 (m, 1H), 6.89-6.91 (m, 1H), 7.11-7.16 (m, 4H), 7.38-7.43 (m, 2H), 13.11 (br s, 1H). Starting materials: COC(=O)C1=C(C)N(c2cccc(C(F)(F)F)c2)C(SC)=NC1c1ccc(C#N)cc1, C1CCOC1, CCO, [K+], [OH-], O, O. Product: CSC1=NC(c2ccc(C#N)cc2)C(C(=O)O)=C(C)N1c1cccc(C(F)(F)F)c1. RXN SMILES: [C:1](#[N:2])[c:3]1[cH:4][cH:5][c:6]([CH:9]2[N:10]=[C:11]([S:30][CH3:31])[N:12]([c:20]3[cH:21][c:22]([C:26]([F:27])([F:28])[F:29])[cH:23][cH:24][cH:25]3)[C:13]([CH3:19])=[C:14]2[C:15](=[O:16])[O:17][CH3:18])[cH:7][cH:8]1.[CH2:34]1[O:35][CH2:36][CH2:37][CH2:38]1.[CH3:39][CH2:40][OH:41].[K+:33].[OH-:32].[OH2:42].[OH2:43]>>[C:1](#[N:2])[c:3]1[cH:4][cH:5][c:6]([CH:9]2[N:10]=[C:11]([S:30][CH3:31])[N:12]([c:20]3[cH:21][c:22]([C:26]([F:27])([F:28])[F:29])[cH:23][cH:24][cH:25]3)[C:13]([CH3:19])=[C:14]2[C:15](=[O:16])[OH:17])[cH:7][cH:8]1. Reactants: [BH4-], C[O-], CC(C)=O, CO, CC1CN(Cc2ccc(N)cc2)CCN1C(=O)OC(C)(C)C, [Na+], [Na+]. Yields the product CNc1ccc(CN2CCN(C(=O)OC(C)(C)C)C(C)C2)cc1. RXN SMILES: [BH4-:26].[CH3:23][O-:24].[CH3:28][C:29](=[O:30])[CH3:31].[CH3:32][OH:33].[NH2:1][c:2]1[cH:3][cH:4][c:5]([CH2:8][N:9]2[CH2:10][CH:11]([CH3:22])[N:12]([C:15](=[O:16])[O:17][C:18]([CH3:19])([CH3:20])[CH3:21])[CH2:13][CH2:14]2)[cH:6][cH:7]1.[Na+:25].[Na+:27]>>[NH:1]([c:2]1[cH:3][cH:4][c:5]([CH2:8][N:9]2[CH2:10][CH:11]([CH3:22])[N:12]([C:15](=[O:16])[O:17][C:18]([CH3:19])([CH3:20])[CH3:21])[CH2:13][CH2:14]2)[cH:6][cH:7]1)[CH3:28]. Starting materials: O.O.O.O.C(CCC(=O)[O-])(=O)[O-].[Mg+2] (magnesium succinate tetrahydrate). Run in O (water). The product is C(CCC(=O)[O-])(=O)[O-].[Mg+2] (magnesium succinate). RXN SMILES: O.O.O.O.[C:5]([O-:12])(=[O:11])[CH2:6][CH2:7][C:8]([O-:10])=[O:9].[Mg+2:13]>O>[C:5]([O-:12])(=[O:11])[CH2:6][CH2:7][C:8]([O-:10])=[O:9].[Mg+2:13] |f:0.1.2.3.4.5,7.8|. Reported procedure: In a jacketed 0.5 L vessel 150.0 g of magnesium succinate tetrahydrate (synthesised from succinic acid 99% from Acros and magnesium oxide 98% from Acros) was suspended in 199.9 g of demineralised water, in order to obtain a magnesium succinate content of 28 wt. % (expressed as anhydrate). To this mixture 8.1 g of sodium lactate (60%, Purasal S from Purac), as well as 2.6 g of sodium acetate (anhydrous from Fluka) and 10.0 g of yeast extract paste (65% from Bio Springer) were added to simulate a ... The reactants are ClC(C(=O)Cl)Cl (dichloroacetyl chloride), C1COC2(CCNCC2)O1 (piperid-4-one ethylene ketal), 1,8-diazobicyclo[5.4.0]undec-7-ene. Solvent: C1(=CC=CC=C1)C (toluene). Yields the product C1COC2(CCN(CC2)C(C(Cl)Cl)=O)O1 (N-dichloroacetylpiperid-4-one ethylene ketal). The yield is 49.2%. Reaction SMILES: [Cl:1][CH:2]([Cl:6])[C:3](Cl)=[O:4].[CH2:7]1[O:16][C:10]2([CH2:15][CH2:14][NH:13][CH2:12][CH2:11]2)[O:9][CH2:8]1>C1(C)C=CC=CC=1>[CH2:7]1[O:16][C:10]2([CH2:15][CH2:14][N:13]([C:3](=[O:4])[CH:2]([Cl:6])[Cl:1])[CH2:12][CH2:11]2)[O:9][CH2:8]1. Procedure details: 12.4 g (0.084 mol) of dichloroacetyl chloride was added dropwise to a mixture of 12 g (0.084 mol) of piperid-4-one ethylene ketal and 12.8 g (0.084 mol) of 1,8-diazobicyclo[5.4.0]undec-7-ene in 100 ml of toluene, whilst stirring, at a rate such that the temperature of the reaction mixture did not exceed 40° C. Thereafter, the mixture was subsequently stirred at 20° C. for 2 hours. Working up was then effected by a procedure in which the reaction mixture was filtered, the filtrate was concentrate... The reactants are CC(=O)O[BH-](OC(C)=O)OC(C)=O, CC(=O)O, O=Cc1ccc(OCCCN2CCCCC2)cc1, NC1CCc2ccccc21, [Na+], [Na+], [OH-]. Product: c1ccc2c(c1)CCC2NCc1ccc(OCCCN2CCCCC2)cc1. RXN SMILES: [C:29]([O:30][BH-:31]([O:32][C:33](=[O:34])[CH3:35])[O:36][C:37](=[O:38])[CH3:39])(=[O:40])[CH3:41].[CH3:45][C:46](=[O:47])[OH:48].[N:1]1([CH2:7][CH2:8][CH2:9][O:10][c:11]2[cH:12][cH:13][c:14]([CH:15]=[O:16])[cH:17][cH:18]2)[CH2:2][CH2:3][CH2:4][CH2:5][CH2:6]1.[NH2:19][CH:20]1[CH2:21][CH2:22][c:23]2[cH:24][cH:25][cH:26][cH:27][c:28]21.[Na+:42].[Na+:44].[OH-:43]>>[N:1]1([CH2:7][CH2:8][CH2:9][O:10][c:11]2[cH:12][cH:13][c:14]([CH2:15][NH:19][CH:20]3[CH2:21][CH2:22][c:23]4[cH:24][cH:25][cH:26][cH:27][c:28]43)[cH:17][cH:18]2)[CH2:2][CH2:3][CH2:4][CH2:5][CH2:6]1. RXN SMILES: [C:8](=[O:9])([O-:10])[O-:11].[CH2:31]([Cl:32])[Cl:33].[CH3:14][O:15][c:16]1[cH:17][c:18]([C:22]2([CH2:28][CH2:29][NH2:30])[CH:23]=[CH:24][CH2:25][CH2:26][CH2:27]2)[cH:19][cH:20][cH:21]1.[CH:2]1([C:5]([OH:6])=[O:7])[CH2:3][CH2:4]1.[Cl-:1].[K+:12].[K+:13]>>[CH:2]1([CH2:5][NH:30][CH2:29][CH2:28][C:22]2([c:18]3[cH:17][c:16]([O:15][CH3:14])[cH:21][cH:20][cH:19]3)[CH:23]=[CH:24][CH2:25][CH2:26][CH2:27]2)[CH2:3][CH2:4]1. Yields the product COc1cccc(C2(CCNCC3CC3)C=CCCC2)c1. Reactants: O=C([O-])[O-], ClCCl, COc1cccc(C2(CCN)C=CCCC2)c1, O=C(O)C1CC1, [Cl-], [K+], [K+]. The reactants are COc1ccc(S(=O)(=O)O)cc1, CC(CC(=O)C=[N+]=[N-])C1CCCCC1, C1COCCO1. Yields the product COc1ccc(S(=O)(=O)OCC(=O)CC(C)C2CCCCC2)cc1. Reaction SMILES: [CH3:15][O:16][c:17]1[cH:18][cH:19][c:20]([S:23](=[O:24])(=[O:25])[OH:26])[cH:21][cH:22]1.[N+:1](=[N-:2])=[CH:3][C:4]([CH2:5][CH:6]([CH3:7])[CH:8]1[CH2:9][CH2:10][CH2:11][CH2:12][CH2:13]1)=[O:14].[O:27]1[CH2:28][CH2:29][O:30][CH2:31][CH2:32]1>>[CH2:3]([C:4]([CH2:5][CH:6]([CH3:7])[CH:8]1[CH2:9][CH2:10][CH2:11][CH2:12][CH2:13]1)=[O:14])[O:26][S:23]([c:20]1[cH:19][cH:18][c:17]([O:16][CH3:15])[cH:22][cH:21]1)(=[O:24])=[O:25].